Task: describe an organic reaction: reactants, conditions, products, and yield. Dataset: the Open Reaction Database (ORD), a public repository of structured organic reaction records The reactants are C(C)(=O)C1=C(C(=C(OCCCSCC2SC(OC2)(CCC(=O)O)CCC(=O)O)C=C1)CCC)O (4-[[[3-(4-Acetyl-3 hydroxy-2-propylphenoxy)propyl]thio]methyl]1,3 oxathiolane-2,2-dipropanoic acid), ClC1=CC=CC=C1C(=O)OO (chloroperbenzoic acid). Run in C(Cl)Cl (methylene chloride). The product is C(C)(=O)C1=C(C(=C(OCCCS(=O)CC2SC(OC2)(CCC(=O)O)CCC(=O)O)C=C1)CCC)O (4-[[[3-(4-acetyl-3-hydroxy-2-propylphenoxy]propyl]sulfinyl]methyl]-1,3-oxathiolane-2,2-dipropanoic acid). Isolated yield 44.0%. Reaction SMILES: [C:1]([C:4]1[CH:30]=[CH:29][C:7]([O:8][CH2:9][CH2:10][CH2:11][S:12][CH2:13][CH:14]2[CH2:18][O:17][C:16]([CH2:24][CH2:25][C:26]([OH:28])=[O:27])([CH2:19][CH2:20][C:21]([OH:23])=[O:22])[S:15]2)=[C:6]([CH2:31][CH2:32][CH3:33])[C:5]=1[OH:34])(=[O:3])[CH3:2].ClC1C(C(OO)=[O:43])=CC=CC=1>C(Cl)Cl>[C:1]([C:4]1[CH:30]=[CH:29][C:7]([O:8][CH2:9][CH2:10][CH2:11][S:12]([CH2:13][CH:14]2[CH2:18][O:17][C:16]([CH2:19][CH2:20][C:21]([OH:23])=[O:22])([CH2:24][CH2:25][C:26]([OH:28])=[O:27])[S:15]2)=[O:43])=[C:6]([CH2:31][CH2:32][CH3:33])[C:5]=1[OH:34])(=[O:3])[CH3:2]. Procedure details: The title compound was prepared according to the procedure of Example 46 using the sulfide obtained in Example 3 (0.15 g, 0.0003 mol) and m chloroperbenzoic acid (0.062 g, 0.0003 mol) in methylene chloride (3 ml). The crude product was chromatographed on silica gel using ethyl acetate containing 0.5% acetic acid to give 0.070 g (45%) of the desired product as an oil. Reactants: [Na] (sodium), ClC1=NC(=CC2=CC=CC=C12)C1=CC=CC=C1 (1-Chloro-3-phenylisoquinoline), [Na] (sodium). Run in alcohol. Reaction conditions: time 6 hour. The product is C1(=CC=CC=C1)C1NCC2=CC=CC=C2C1 (3-phenyl-1,2,3,4-tetrahydroisoquinoline). Yield: 106.4%. RXN SMILES: Cl[C:2]1[C:11]2[C:6](=[CH:7][CH:8]=[CH:9][CH:10]=2)[CH:5]=[C:4]([C:12]2[CH:17]=[CH:16][CH:15]=[CH:14][CH:13]=2)[N:3]=1.[Na]>>[C:12]1([CH:4]2[CH2:5][C:6]3[C:11](=[CH:10][CH:9]=[CH:8][CH:7]=3)[CH2:2][NH:3]2)[CH:13]=[CH:14][CH:15]=[CH:16][CH:17]=1 |^1:17|. Procedure details: 1-Chloro-3-phenylisoquinoline (2.8 g) was dissolved in absolute alcohol (200 ml) and the solution was heated at reflux while sodium metal (2.4 g) was added in portions. It was maintained at reflux for a further 2 hr., when tlc indicated incomplete reaction. Further sodium metal (2.4 g) was added then, and again (2.4 g)after another 6 hr., the heating being continued for 12 hr. in tote. The ethanol was evaporated in vacuo to give an oil which was partitioned between ether and 2M hydrochloric acid... The reactants are BrC=1C=CC2=C(C=C(CCN2)C(=O)O)C1 (7-bromo-2,3-dihydro-1-benzazepine-4-carboxylic acid), CO (methanol), S(O)(O)(=O)=O (sulfuric acid). Run at temperature 80 celsius. Yields the product BrC=1C=CC2=C(C=C(CCN2)C(=O)OC)C1 (methyl 7-bromo-2,3-dihydro-1-benzazepine-4-carboxylate). Reaction SMILES: [Br:1][C:2]1[CH:3]=[CH:4][C:5]2[NH:11][CH2:10][CH2:9][C:8]([C:12]([OH:14])=[O:13])=[CH:7][C:6]=2[CH:15]=1.S(=O)(=O)(O)O.[CH3:21]O>>[Br:1][C:2]1[CH:3]=[CH:4][C:5]2[NH:11][CH2:10][CH2:9][C:8]([C:12]([O:14][CH3:21])=[O:13])=[CH:7][C:6]=2[CH:15]=1. Reported procedure: To a suspension of 7-bromo-2,3-dihydro-1-benzazepine-4-carboxylic acid (68.2 g) in methanol (100 ml) was added concentrated sulfuric acid (37.3 g) at 0° C., and the mixture was heated at 80° C. for 10 hours. After allowing to cool, the solvent was evaporated under reduced pressure. Ethyl acetate and water were added thereto and 1N sodium hydroxide solution was added to pH=4 at 0° C. The solution was separated, and the organic phase was washed with water and saturated brine and dried with magnesi... Starting materials: C(C)(=O)[C-]1C=CC=C1.[C-]1(C=CC=C1)C(C)=O.[Fe+2] (1,1′-Diacetylferrocene), zinc mercury amalgam, Cl (HCl), O (water). Run in C1(=CC=CC=C1)C (toluene). The product is C(C)(=O)[C-]1C=CC=C1.C(C)[C-]1C=CC=C1.[Fe+2] (1-Acetyl-1′-ethylferrocene). Isolated yield 54.7%. RXN SMILES: [C:1]([C-:4]1[CH:8]=[CH:7][CH:6]=[CH:5]1)(=[O:3])[CH3:2].[C-:9]1([C:14](=O)[CH3:15])[CH:13]=[CH:12][CH:11]=[CH:10]1.[Fe+2:17].Cl.O>C1(C)C=CC=CC=1>[C:1]([C-:4]1[CH:8]=[CH:7][CH:6]=[CH:5]1)(=[O:3])[CH3:2].[CH2:14]([C-:9]1[CH:13]=[CH:12][CH:11]=[CH:10]1)[CH3:15].[Fe+2:17] |f:0.1.2,6.7.8|. Procedure: 1,1′-Diacetylferrocene (5.0 g, 20 mmol) in toluene (20 mL) was added to a freshly prepared mixture of zinc/mercury amalgam (3.0 g of granulated Zn, 0.2 g of HgCl2), 10 M HCl (20 mL) and water (20 mL). The reaction mixture was heated to reflux for 4 h with vigorous stirring. The mixture was cooled to rt and extracted with toluene (3×50 mL) and the organic layer was washed with water (3×100 mL) and satd aq NaHCO3 (3×50 mL). The organic layer was dried (MgSO4), evaporated, and chromatographed (sili... Starting materials: ClC1=CC=C(C=C1)C1=CC=C(COC(C(=O)O)(C(F)(F)F)C)C=C1 ((±)-2-[4-(4-chlorophenyl)benzyloxy]-3,3,3-trifluoro-2-methylpropionic acid), [OH-].[Na+] (sodium hydroxide). Solvent: O (water). The product is ClC1=CC=C(C=C1)C1=CC=C(COC(C(=O)[O-])(C(F)(F)F)C)C=C1.[Na+] ((±)-sodium 2-[4-(4-chlorophenyl)benzyloxy]-3,3,3-trifluoro-2-methylpropionate). Reaction SMILES: [Cl:1][C:2]1[CH:7]=[CH:6][C:5]([C:8]2[CH:24]=[CH:23][C:11]([CH2:12][O:13][C:14]([CH3:22])([C:18]([F:21])([F:20])[F:19])[C:15]([OH:17])=[O:16])=[CH:10][CH:9]=2)=[CH:4][CH:3]=1.[OH-].[Na+:26]>O>[Cl:1][C:2]1[CH:3]=[CH:4][C:5]([C:8]2[CH:9]=[CH:10][C:11]([CH2:12][O:13][C:14]([CH3:22])([C:18]([F:19])([F:20])[F:21])[C:15]([O-:17])=[O:16])=[CH:23][CH:24]=2)=[CH:6][CH:7]=1.[Na+:26] |f:1.2,4.5|. Reported procedure: A mixture of (±)-2-[4-(4-chlorophenyl)benzyloxy]-3,3,3-trifluoro-2-methylpropionic acid (0.36 g.), N aqueous sodium hydroxide (1.0 ml.) and water (3.0 ml.) is stirred until no more of the acid dissolves. The mixture is filtered, the filtrate is washed with ether and evaporated in vacuo. The residue is crystallised from a mixture of ethyl acetate and light petroleum (b.p. 60°-80° C.) to give (±)-sodium 2-[4-(4-chlorophenyl)benzyloxy]-3,3,3-trifluoro-2-methylpropionate (0.3 g.) m.p. 271°-272° C. (... Reactants: [Li]CCCC, CI, CCCCCC, CC(C)[N-]C(C)C, CC(C)NC(C)C, O=C(O)C1CCc2c(-c3ccc(Cl)cc3)noc2C1, Cl, [Li+], C1CCOC1, O. Yields the product CC1c2onc(-c3ccc(Cl)cc3)c2CCC1C(=O)O. Reaction SMILES: [CH2:28]([Li:29])[CH2:30][CH2:31][CH3:32].[CH3:40][I:41].[CH3:48][CH2:49][CH2:50][CH2:51][CH2:52][CH3:53].[CH:20]([N-:21][CH:22]([CH3:23])[CH3:24])([CH3:25])[CH3:26].[CH:33]([NH:34][CH:35]([CH3:36])[CH3:37])([CH3:38])[CH3:39].[Cl:1][c:2]1[cH:3][cH:4][c:5](-[c:8]2[n:9][o:10][c:11]3[c:12]2[CH2:13][CH2:14][CH:15]([C:17](=[O:18])[OH:19])[CH2:16]3)[cH:6][cH:7]1.[ClH:42].[Li+:27].[O:43]1[CH2:44][CH2:45][CH2:46][CH2:47]1.[OH2:54]>>[Cl:1][c:2]1[cH:3][cH:4][c:5](-[c:8]2[n:9][o:10][c:11]3[c:12]2[CH2:13][CH2:14][CH:15]([C:17](=[O:18])[OH:19])[CH:16]3[CH3:20])[cH:6][cH:7]1. The reactants are [OH-].[K+] (potassium hydroxide), C(C1=CC=CC=C1)N (benzylamine), C(#N)[BH3-].[Na+] (sodium cyanoborohydride), g-decane-4,7-dione, C(C)(=O)O (acetic acid), [OH-].[K+] (potassium hydroxide), Cl (HCl). Run in CO (methanol). Reaction conditions: temperature -15 celsius. Product: C(C1=CC=CC=C1)N1C(CCC1CCC)CCC (1-benzyl-2,5-dipropylpyrrolidine). RXN SMILES: [OH-].[K+].[CH2:3](N)[C:4]1[CH:9]=[CH:8][CH:7]=[CH:6][CH:5]=1.[C:11]([BH3-])#[N:12].[Na+].Cl.[C:16](O)(=O)[CH3:17]>CO>[CH2:3]([N:12]1[CH:11]([CH2:7][CH2:8][CH3:9])[CH2:6][CH2:5][CH:4]1[CH2:3][CH2:16][CH3:17])[C:4]1[CH:9]=[CH:8][CH:7]=[CH:6][CH:5]=1 |f:0.1,3.4|. Procedure: Dissolve 11.92 g-decane-4,7-dione from the Step B above in 4.62 g acetic acid and 100 mL methanol. Add 1.16 g potassium hydroxide pellets. Stir to dissolve the potassium hydroxide. Cool the reaction mixture in an ice acetone bath at −15° C. Add 7.50 g benzylamine followed immediately with 5.4 g sodium cyanoborohydride in several portions. Let the reaction mixture warm up to room temperature over two days. Add 45 mL 4 N HCl drop-wise and stir for 30 minutes. Evaporate the reaction mixture under r...